This data is from the Open Reaction Database (ORD), a public repository of structured organic reaction records. The task is: describe an organic reaction: reactants, conditions, products, and yield Reactants: C12(CC3CC(CC(C1)C3)C2)C=2C=C(C(=O)Cl)C=CC2OC (3-(1-adamantyl)-4-methoxybenzoyl chloride), C[Si](C)(C)C#CC1=CC=C(C(=O)OC)C=C1 (methyl 4-trimethylsilylethynylbenzoate), [Al+3].[Cl-].[Cl-].[Cl-] (AlCl3). Run in ClCCl (dichloromethane). Conditions: time 8 hour. Yields the product O=C(C#CC1=CC=C(C(=O)OC)C=C1)C1=CC(=C(C=C1)OC)C12CC3CC(CC(C1)C3)C2 (methyl 4-[[3-oxo-3-[3-(1-adamantyl)-4-methoxyphenyl]-1-propynYl]]benzoate). As a reaction SMILES: [C:1]12([C:11]3[CH:12]=[C:13]([CH:17]=[CH:18][C:19]=3[O:20][CH3:21])[C:14](Cl)=[O:15])[CH2:10][CH:5]3[CH2:6][CH:7]([CH2:9][CH:3]([CH2:4]3)[CH2:2]1)[CH2:8]2.C[Si]([C:26]#[C:27][C:28]1[CH:37]=[CH:36][C:31]([C:32]([O:34][CH3:35])=[O:33])=[CH:30][CH:29]=1)(C)C.[Al+3].[Cl-].[Cl-].[Cl-]>ClCCl>[O:15]=[C:14]([C:13]1[CH:17]=[CH:18][C:19]([O:20][CH3:21])=[C:11]([C:1]23[CH2:10][CH:5]4[CH2:6][CH:7]([CH2:9][CH:3]([CH2:4]4)[CH2:2]2)[CH2:8]3)[CH:12]=1)[C:26]#[C:27][C:28]1[CH:37]=[CH:36][C:31]([C:32]([O:34][CH3:35])=[O:33])=[CH:30][CH:29]=1 |f:2.3.4.5|. Procedure: 3 g (10 mmol) of 3-(1-adamantyl)-4-methoxybenzoyl chloride, 2.3 g (10 mmol) of the above compound (a) and 100 ml of dichloromethane were introduced into a round-bottomed flask. 4.7 g (35 mmol) of AlCl3 were added portionwise, at 0° C., and the mixture was stirred at room temperature for 8 hours. The reaction medium was poured into ice and extracted with dichloromethane. The organic phase was separated out after settling had taken place, dried over magnesium sulfate and evaporated. The residue ob... Reactants: C(C)(C)(C)OC(=O)N1N=C(C(=C1C)Cl)C(F)(F)F (4-chloro-5-methyl-3-trifluoromethylpyrazole-1-carboxylic acid tertbutyl ester), Cl.O1CCOCC1 (HCl dioxane), CCOCC (ether). The solvent is ClCCl (dichloromethane). Conditions: time 2 hour. Yields the product ClC=1C(=NN(C1C)C(=O)O)C(F)(F)F (4-chloro-5-methyl-3-trifluoromethylpyrazole-1-carboxylic acid). Reaction SMILES: C([O:5][C:6]([N:8]1[C:12]([CH3:13])=[C:11]([Cl:14])[C:10]([C:15]([F:18])([F:17])[F:16])=[N:9]1)=[O:7])(C)(C)C.Cl.O1CCOCC1.CCOCC>ClCCl>[Cl:14][C:11]1[C:10]([C:15]([F:17])([F:16])[F:18])=[N:9][N:8]([C:6]([OH:7])=[O:5])[C:12]=1[CH3:13] |f:1.2|. Reported procedure: To a stirred solution of 43.62 mmol of 4-chloro-5-methyl-3-trifluoromethylpyrazole-1-carboxylic acid tertbutyl ester in 20 mL of dichloromethane, carefully add 40 mL of 4M HCl/dioxane. The reaction mixture was allowed to stir for 2 hours. Add fresh ether and filter the white solid obtained. Vaccum dry to give the title compound 4-chloro-5-methyl-3-trifluoromethylpyrazole-1-carboxylic acid in 96% yield. LC-MS m/z=242 (M+). The reactants are ClC=1C=CC(=C(C(=O)C2=CC=CC=C2)C1)N=C(CBr)OCC (5-chloro-2-(2-bromo-1-ethoxyethylideneamino)benzophenone), N (ammonia). Solvent: C(Cl)Cl (methylenechloride). Conditions: time 1 hour. Yields the product ClC=1C=CC2=C(C(=NCC(=N2)OCC)C2=CC=CC=C2)C1 (7-chloro-2-ethoxy-5-phenyl-3H-1,4-benzodiazepine). As a reaction SMILES: [Cl:1][C:2]1[CH:3]=[CH:4][C:5]([N:16]=[C:17]([O:20][CH2:21][CH3:22])[CH2:18]Br)=[C:6]([CH:15]=1)[C:7]([C:9]1[CH:14]=[CH:13][CH:12]=[CH:11][CH:10]=1)=O.[NH3:23]>C(Cl)Cl>[Cl:1][C:2]1[CH:3]=[CH:4][C:5]2[N:16]=[C:17]([O:20][CH2:21][CH3:22])[CH2:18][N:23]=[C:7]([C:9]3[CH:14]=[CH:13][CH:12]=[CH:11][CH:10]=3)[C:6]=2[CH:15]=1. Reported procedure: A mixture of a solution of 0.38 part of 5-chloro-2-(2-bromo-1-ethoxyethylideneamino)benzophenone in 8 parts by volume of methylenechloride and 2 parts by volume of liquid ammonia is stirred in a sealed vessel at room temperature for 1 hour, followed by evaporation at room temperature to remove the ammonia. The resultant is shaken well with a mixture of 10 parts by volume of methylenechloride and 5 parts by volume of water. The methylene chloride layer is washed with water and dried over sodium s...